Task: describe an organic reaction: reactants, conditions, products, and yield. Dataset: the Open Reaction Database (ORD), a public repository of structured organic reaction records Yields the product C(C)(C)(C)C1=CC(=C(C=N1)C=1N([C@]([C@](N1)(C)C1=CC=C(C=C1)Cl)(C)C1=CC=C(C=C1)Cl)C(=O)N1CCC(CC1)NC(=O)NCC)OCC (1-{1-[(4S,5R)-2-(6-tert-Butyl-4-ethoxy-pyridin-3-yl)-4,5-bis-(4-chloro-phenyl)-4,5-dimethyl-4,5-dihydro-imidazole-1-carbonyl]-piperidin-4-yl}-3-ethyl-urea). Reaction SMILES: [NH2:1][CH:2]1[CH2:7][CH2:6][N:5]([C:8]([N:10]2[C@@:14]([C:16]3[CH:21]=[CH:20][C:19]([Cl:22])=[CH:18][CH:17]=3)([CH3:15])[C@@:13]([C:24]3[CH:29]=[CH:28][C:27]([Cl:30])=[CH:26][CH:25]=3)([CH3:23])[N:12]=[C:11]2[C:31]2[CH:32]=[N:33][C:34]([C:40]([CH3:43])([CH3:42])[CH3:41])=[CH:35][C:36]=2[O:37][CH2:38][CH3:39])=[O:9])[CH2:4][CH2:3]1.[CH2:44]([N:46]=[C:47]=[O:48])[CH3:45]>>[C:40]([C:34]1[N:33]=[CH:32][C:31]([C:11]2[N:10]([C:8]([N:5]3[CH2:4][CH2:3][CH:2]([NH:1][C:47]([NH:46][CH2:44][CH3:45])=[O:48])[CH2:7][CH2:6]3)=[O:9])[C@@:14]([C:16]3[CH:21]=[CH:20][C:19]([Cl:22])=[CH:18][CH:17]=3)([CH3:15])[C@@:13]([C:24]3[CH:29]=[CH:28][C:27]([Cl:30])=[CH:26][CH:25]=3)([CH3:23])[N:12]=2)=[C:36]([O:37][CH2:38][CH3:39])[CH:35]=1)([CH3:42])([CH3:41])[CH3:43]. Starting materials: NC1CCN(CC1)C(=O)N1C(=N[C@@]([C@@]1(C)C1=CC=C(C=C1)Cl)(C)C1=CC=C(C=C1)Cl)C=1C=NC(=CC1OCC)C(C)(C)C ((4-Amino-piperidin-1-yl)-[(4S,5R)-2-(6-tert-butyl-4-ethoxy-pyridin-3-yl)-4,5-bis-(4-chloro-phenyl)-4,5-dimethyl-4,5-dihydro-imidazol-1-yl]-methanone), C(C)N=C=O (ethyl isocyanate). Reported procedure: In a manner similar to the method described in example 160, (4-amino-piperidin-1-yl)-[(4S,5R)-2-(6-tert-butyl-4-ethoxy-pyridin-3-yl)-4,5-bis-(4-chloro-phenyl)-4,5-dimethyl-4,5-dihydro-imidazol-1-yl]-methanone (example 204) was reacted with ethyl isocyanate (Aldrich) to give the title compound. HR-MS (ES, m/z) calculated for C37H47Cl2N6O3 [(M+H)+] 693.3091, observed 693.3078. The reactants are [Na] (sodium), CO (methanol), ClC1=NC=NC(=C1)Cl (4,6-dichloropyrimidine), CO (methanol), ClCCl (dichloromethane). Conditions: temperature -10 celsius, time 12 hour. Product: ClC1=NC=NC(=C1)OC (4-chloro-6-methoxypyrimidine). RXN SMILES: [Cl:1][C:2]1[CH:7]=[C:6](Cl)[N:5]=[CH:4][N:3]=1.[Na].ClCCl.[CH3:13][OH:14]>>[Cl:1][C:2]1[CH:7]=[C:6]([O:14][CH3:13])[N:5]=[CH:4][N:3]=1 |^1:8|. Procedure details: 3 g of 4,6-dichloropyrimidine were dissolved in 30 ml of dried methanol and mixed dropwise at -10° C. with a solution of 0.46 g of sodium in 20 ml of dried methanol and stirred at -10° C. for 5 hours and at room temperature for 12 hours. The solution was rotated in, the residue taken up with 50 ml of dichloromethane and a little activated carbon was added. After filtration, rotation in to dryness took place. The initially liquid residue became crystalline solid when left to stand. 2.5 g of 4-chl... The reactants are Cl.CC1(C(NC2=CC=CC=C12)C(=O)OCC)C (ethyl 3,3-dimethylindoline-2-carboxylate hydrochloride), N (ammonia). Solvent: C(C)O (ethanol). The product is CC1(C(NC2=CC=CC=C12)C(=O)N)C (3,3-dimethylindoline-2-carboxamide). RXN SMILES: Cl.[CH3:2][C:3]1([CH3:17])[C:11]2[C:6](=[CH:7][CH:8]=[CH:9][CH:10]=2)[NH:5][CH:4]1[C:12](OCC)=[O:13].[NH3:18]>C(O)C>[CH3:2][C:3]1([CH3:17])[C:11]2[C:6](=[CH:7][CH:8]=[CH:9][CH:10]=2)[NH:5][CH:4]1[C:12]([NH2:18])=[O:13] |f:0.1|. Procedure: The solution of 1 g of ethyl 3,3-dimethylindoline-2-carboxylate hydrochloride in 25 ml of ethanol is saturated with anhydrous ammonia and heated in a closed vessel to 50° for 4 days. It is evaporated, the residue crystallized from diethyl ether, suspended in water and 3N aqueous sodium hydroxide is added to render the mixture basic. It is extracted with methylene chloride, the extract dried and evaporated, to yield the 3,3-dimethylindoline-2-carboxamide melting at 156°-158°. Reactants: S1C=C(C=C1)C=O (3-thiophenecarboxaldehyde), N1CCCCC1 (piperidine), ClC1=CC=C2CC(NC2=C1)=O (6-chlorooxindole). The solvent is CO (methanol). The product is ClC1=CC=C2/C(/C(NC2=C1)=O)=C/C1=CSC=C1 (Z-6-chloro-3-thiophen-3-ylmethylene-1,3-dihydro-indol-2-one). Isolated yield 77.1%. RXN SMILES: [Cl:1][C:2]1[CH:10]=[C:9]2[C:5]([CH2:6][C:7](=[O:11])[NH:8]2)=[CH:4][CH:3]=1.[S:12]1[CH:16]=[CH:15][C:14]([CH:17]=O)=[CH:13]1.N1CCCCC1>CO>[Cl:1][C:2]1[CH:10]=[C:9]2[C:5](/[C:6](=[CH:17]/[C:14]3[CH:15]=[CH:16][S:12][CH:13]=3)/[C:7](=[O:11])[NH:8]2)=[CH:4][CH:3]=1. Procedure details: In a manner similar to the method described in Example 1, 6-chlorooxindole (2 g, 11.9 mmol) (Alfa) was reacted with 3-thiophenecarboxaldehyde (1.09 mL, 11.9 mmol) (Aldrich) and piperidine (1.18 mL, 11.9 mmol) in methanol to give E/Z-6-chloro-3-thiophen-3-ylmethylene-1,3-dihydro-indol-2-one as a yellow solid (Yield 2.4 g, 77%)